From a dataset of the Open Reaction Database (ORD), a public repository of structured organic reaction records. describe an organic reaction: reactants, conditions, products, and yield Reactants: C(C1=CC=CC=C1)C(C(C(=O)OCC)(CCC1=CC=CC=C1)O)C(=O)OCC (diethyl 3-benzyl-2-hydroxy-2-phenethylsuccinate), [OH-].[Li+] (lithium hydroxide). The solvent is C(C)(=O)OCC (ethyl acetate), O1CCOCC1 (1,4-dioxane). Reaction conditions: temperature 60 celsius, time 48 hour. Yields the product C(C1=CC=CC=C1)C(C(C(=O)O)(CCC1=CC=CC=C1)O)C(=O)O (3-benzyl-2-hydroxy-2-phenethylsuccinic acid). The yield is 94.4%. RXN SMILES: [CH2:1]([CH:8]([C:24]([O:26]CC)=[O:25])[C:9]([OH:23])([CH2:15][CH2:16][C:17]1[CH:22]=[CH:21][CH:20]=[CH:19][CH:18]=1)[C:10]([O:12]CC)=[O:11])[C:2]1[CH:7]=[CH:6][CH:5]=[CH:4][CH:3]=1.[OH-].[Li+]>O1CCOCC1.C(OCC)(=O)C>[CH2:1]([CH:8]([C:24]([OH:26])=[O:25])[C:9]([OH:23])([CH2:15][CH2:16][C:17]1[CH:18]=[CH:19][CH:20]=[CH:21][CH:22]=1)[C:10]([OH:12])=[O:11])[C:2]1[CH:7]=[CH:6][CH:5]=[CH:4][CH:3]=1 |f:1.2|. Procedure: To a diethyl 3-benzyl-2-hydroxy-2-phenethylsuccinate (806 mg, 2.1 mmol) in 1,4-dioxane (8.0 mL) was added 1 M aqueous lithium hydroxide solution (8.4 mL, 8.4 mmol) at room temperature, and the mixture was stirred at 60° C. for 48 h. The reaction mixture was quenched and adjusted to pH 1 with 1 M hydrochloric acid with stirring under ice cooling. The solvent was evaporated under reduced pressure, and the residue thus obtained was dissolved in ethyl acetate, and washed with water and brine. The or... RXN SMILES: [C:1]([n:2]1[cH:3][cH:4][n:5][cH:6]1)([n:7]1[cH:8][cH:9][n:10][cH:11]1)=[O:12].[CH3:48][N:49]([CH3:50])[CH:51]=[O:52].[NH2:24][CH:25]1[CH:26]2[S:27][CH2:28][C:29]([CH:37]=[C:38]3[C:39](=[O:47])[N:40]([CH2:43][CH:44]4[CH2:45][CH2:46]4)[CH2:41][CH2:42]3)=[C:30]([C:34](=[O:35])[OH:36])[N:31]2[C:32]1=[O:33].[n:13]1[cH:14][cH:15][c:16]([S:19][CH2:20][C:21](=[O:22])[OH:23])[cH:17][cH:18]1>>[n:13]1[cH:14][cH:15][c:16]([S:19][CH2:20][C:21](=[O:23])[NH:24][CH:25]2[CH:26]3[S:27][CH2:28][C:29]([CH:37]=[C:38]4[C:39](=[O:47])[N:40]([CH2:43][CH:44]5[CH2:45][CH2:46]5)[CH2:41][CH2:42]4)=[C:30]([C:34](=[O:35])[OH:36])[N:31]3[C:32]2=[O:33])[cH:17][cH:18]1. Starting materials: O=C(n1ccnc1)n1ccnc1, CN(C)C=O, NC1C(=O)N2C(C(=O)O)=C(C=C3CCN(CC4CC4)C3=O)CSC12, O=C(O)CSc1ccncc1. Yields the product O=C(CSc1ccncc1)NC1C(=O)N2C(C(=O)O)=C(C=C3CCN(CC4CC4)C3=O)CSC12. The reactants are O=C(Nc1ccc(Br)cc1)c1ccc(Cl)c([N+](=O)[O-])c1, CC(=O)[O-], CCO, Nc1ccc(S)cc1, [Na+]. Product: Nc1ccc(Sc2ccc(C(=O)Nc3ccc(Br)cc3)cc2[N+](=O)[O-])cc1. As a reaction SMILES: [Br:1][c:2]1[cH:3][cH:4][c:5]([NH:8][C:9]([c:10]2[cH:11][c:12]([N+:17](=[O:18])[O-:19])[c:13]([Cl:16])[cH:14][cH:15]2)=[O:20])[cH:6][cH:7]1.[CH3:30][C:31](=[O:32])[O-:33].[CH3:34][CH2:35][OH:36].[NH2:21][c:22]1[cH:23][cH:24][c:25]([SH:28])[cH:26][cH:27]1.[Na+:29]>>[Br:1][c:2]1[cH:3][cH:4][c:5]([NH:8][C:9]([c:10]2[cH:11][c:12]([N+:17](=[O:18])[O-:19])[c:13]([S:28][c:25]3[cH:24][cH:23][c:22]([NH2:21])[cH:27][cH:26]3)[cH:14][cH:15]2)=[O:20])[cH:6][cH:7]1. Starting materials: CCO, CC(C)=O, CC(C)(C)[O-], ClCCCN1CCCCCCC1, S=c1ncc(Cl)c[nH]1, Cl, [K+], CN(C)C=O. Yields the product Clc1cnc(SCCCN2CCCCCCC2)nc1. As a reaction SMILES: [CH3:33][CH2:34][OH:35].[CH3:36][C:37](=[O:38])[CH3:39].[CH3:9][C:10]([CH3:11])([O-:12])[CH3:13].[Cl:15][CH2:16][CH2:17][CH2:18][N:19]1[CH2:20][CH2:21][CH2:22][CH2:23][CH2:24][CH2:25][CH2:26]1.[Cl:1][c:2]1[cH:3][n:4][c:5](=[S:8])[nH:6][cH:7]1.[ClH:27].[K+:14].[O:28]=[CH:29][N:30]([CH3:31])[CH3:32]>>[Cl:1][c:2]1[cH:3][n:4][c:5]([S:8][CH2:16][CH2:17][CH2:18][N:19]2[CH2:20][CH2:21][CH2:22][CH2:23][CH2:24][CH2:25][CH2:26]2)[n:6][cH:7]1. Product: Cc1nc(-c2cnc3[nH]cc(C(=O)NC(C(=O)N4CC(C#N)C4)C4CC4)c3n2)cn1-c1ccccc1. The reactants are Cc1nc(-c2cnc3c(n2)c(C(=O)NC(C(=O)N2CC(C#N)C2)C2CC2)cn3COCC[Si](C)(C)C)cn1-c1ccccc1, ClCCl, O=C(O)C(F)(F)F. Reaction SMILES: [C:1](#[N:2])[CH:3]1[CH2:4][N:5]([C:7]([CH:8]([CH:9]2[CH2:10][CH2:11]2)[NH:12][C:13](=[O:14])[c:15]2[cH:16][n:17]([CH2:36][O:37][CH2:38][CH2:39][Si:40]([CH3:41])([CH3:42])[CH3:43])[c:18]3[n:19][cH:20][c:21](-[c:24]4[n:25][c:26]([CH3:35])[n:27](-[c:29]5[cH:30][cH:31][cH:32][cH:33][cH:34]5)[cH:28]4)[n:22][c:23]23)=[O:44])[CH2:6]1.[Cl:52][CH2:53][Cl:54].[OH:45][C:46]([C:47]([F:48])([F:49])[F:50])=[O:51]>>[C:1](#[N:2])[CH:3]1[CH2:4][N:5]([C:7]([CH:8]([CH:9]2[CH2:10][CH2:11]2)[NH:12][C:13](=[O:14])[c:15]2[cH:16][nH:17][c:18]3[n:19][cH:20][c:21](-[c:24]4[n:25][c:26]([CH3:35])[n:27](-[c:29]5[cH:30][cH:31][cH:32][cH:33][cH:34]5)[cH:28]4)[n:22][c:23]23)=[O:44])[CH2:6]1.